Dataset: the Open Reaction Database (ORD), a public repository of structured organic reaction records. Task: describe an organic reaction: reactants, conditions, products, and yield The reactants are BrCC1=CC=C(C=C1)C#N (α-Bromo-p-tolunitrile), NC1=CC(NC(N1C)=O)=O (6-amino-1-methyluracil), [OH-].[Na+] (sodium hydroxide). The solvent is C(C)O (ethanol). Run at time 1.75 hour. Product: NC1=CC(N(C(N1C)=O)CC1=CC=C(C#N)C=C1)=O (4-[(6-Amino-1,2,3,4-tetrahydro-1-methyl-2,4-dioxo-3-pyrimidinyl)methyl]benzonitrile). Yield: 12.2%. Reaction SMILES: Br[CH2:2][C:3]1[CH:8]=[CH:7][C:6]([C:9]#[N:10])=[CH:5][CH:4]=1.[NH2:11][C:12]1[N:17]([CH3:18])[C:16](=[O:19])[NH:15][C:14](=[O:20])[CH:13]=1.[OH-].[Na+]>C(O)C>[NH2:11][C:12]1[N:17]([CH3:18])[C:16](=[O:19])[N:15]([CH2:2][C:3]2[CH:8]=[CH:7][C:6]([C:9]#[N:10])=[CH:5][CH:4]=2)[C:14](=[O:20])[CH:13]=1 |f:2.3|. Procedure details: α-Bromo-p-tolunitrile (5.41 g, 27.6 mmol) was added at once with stirring to a solution of 6-amino-1-methyluracil (V. Papesch and E. F. Schroeder. J. Org. Chem. (1951), 16, 1879) (3.90 g, 27.6 mmol) in 1:1 ethanol: 1N sodium hydroxide (56 ml) at 42° C. After 1.75 hours. the mixture was cooled, filtered and washed with water. The resulting solid and second crop obtained by evaporation of the filtrate were combined (5.80 g) and partially purified by silica gel chromatography followed by repeated t... Starting materials: N1CCC(CC1)C(=O)O (piperidine-4-carboxylic acid), FC=1C=C(C(=CC1)N)N (4-fluoro-benzene-1,2-diamine), polyphosphoric acid. The product is FC1=CC2=C(NC(=N2)C2CCNCC2)C=C1 (5-fluoro-2-piperidin-4-yl-1H-benzoimidazole). Reported procedure: To a mixture of piperidine-4-carboxylic acid (18.33 g, 0.14 mol) and 4-fluoro-benzene-1,2-diamine (18.01 g, 0.14 mol) was added polyphosphoric acid (138.39 g) and the mixture heated at 180° C. (internal temperature) for 2 h 45 minutes. The reaction mixture was cooled, reheated to 80° C. and the reaction was quenched by cautious addition to water (300 mL). The mixture was made basic (pH 8) by the addition of concentrated aqueous NaOH. The aqueous phase was extracted sequentially with 3:7 isopropa... Run at temperature 180 celsius. As a reaction SMILES: [NH:1]1[CH2:6][CH2:5][CH:4]([C:7](O)=O)[CH2:3][CH2:2]1.[F:10][C:11]1[CH:12]=[C:13]([NH2:18])[C:14]([NH2:17])=[CH:15][CH:16]=1>>[F:10][C:11]1[CH:16]=[CH:15][C:14]2[NH:17][C:7]([CH:4]3[CH2:5][CH2:6][NH:1][CH2:2][CH2:3]3)=[N:18][C:13]=2[CH:12]=1. Reactants: C1=CC=CC=2C3=CC=CC=C3NC12 (carbazole), [H-].[Na+] (sodium hydride), oil, ClC(C#C)(C)C (3-Chloro-3-methyl-1-butyne). Run in CN(C=O)C (N,N-dimethylformamide). Reaction conditions: temperature 0 celsius, time 1 hour. The product is CC(C)(C#C)N1C2=CC=CC=C2C=2C=CC=CC12 (9-(2-Methylbut-3-yn-2-yl)-9H-carbazole). Isolated yield 48.6%. Reaction SMILES: [CH:1]1[C:13]2[NH:12][C:11]3[C:6](=[CH:7][CH:8]=[CH:9][CH:10]=3)[C:5]=2[CH:4]=[CH:3][CH:2]=1.[H-].[Na+].Cl[C:17]([CH3:21])([CH3:20])[C:18]#[CH:19]>CN(C)C=O>[CH3:20][C:17]([N:12]1[C:11]2[CH:10]=[CH:9][CH:8]=[CH:7][C:6]=2[C:5]2[C:13]1=[CH:1][CH:2]=[CH:3][CH:4]=2)([C:18]#[CH:19])[CH3:21] |f:1.2|. Procedure: To a stirred solution of carbazole (2.500 g, 15.0 mmol) in anhydrous N,N-dimethylformamide (30 mL) at 0° C. was added 60% sodium hydride in mineral oil (0.718 g, 17.9 mmol) and the mixture was stirred at 0° C. for 1 hr. 3-Chloro-3-methyl-1-butyne (2.300 g, 22.4 mmol) was added and the reaction mixture was stirred at 0° C. for 1 hr and then slowly warmed to room temperature and stirred for 16 hrs. The mixture was partitioned between water and ethyl acetate. The organic layer was washed with satur...